This data is from the Open Reaction Database (ORD), a public repository of structured organic reaction records. The task is: describe an organic reaction: reactants, conditions, products, and yield Starting materials: C(C)(C)(C)OC(=O)N1CCC(CC1)NC1=C(C=CC=C1)O (1-t-Butyloxycarbonyl-4-(2-hydroxyphenylamino)piperidine), CCN(C(C)C)C(C)C (DIEA), ClC(Cl)(OC(OC(Cl)(Cl)Cl)=O)Cl (triphosgene). Run in C1CCOC1 (THF). Reaction conditions: time 30 minute. The product is C(C)(C)(C)OC(=O)N1CCC(CC1)N1C(OC2=C1C=CC=C2)=O (3-(1-t-Butyloxycarbonyl-4-piperidinyl)benzoxazolidin-2-one), solid. Isolated yield 82.0%. Reaction SMILES: [C:1]([O:5][C:6]([N:8]1[CH2:13][CH2:12][CH:11]([NH:14][C:15]2[CH:20]=[CH:19][CH:18]=[CH:17][C:16]=2[OH:21])[CH2:10][CH2:9]1)=[O:7])([CH3:4])([CH3:3])[CH3:2].CCN(C(C)C)C(C)C.Cl[C:32](Cl)([O:34]C(=O)OC(Cl)(Cl)Cl)Cl>C1COCC1>[C:1]([O:5][C:6]([N:8]1[CH2:13][CH2:12][CH:11]([N:14]2[C:15]3[CH:20]=[CH:19][CH:18]=[CH:17][C:16]=3[O:21][C:32]2=[O:34])[CH2:10][CH2:9]1)=[O:7])([CH3:4])([CH3:2])[CH3:3]. Reported procedure: To a stirred 0° C. solution of 1-t-Butyloxycarbonyl-4-(2-hydroxyphenylamino)piperidine (3.0 g, 10 mmol) from Step 1 of Example 41 in dry THF (40 mL) was added DIEA (5.2 mL, 30 mmol), followed by triphosgene (1.08 g, 3.60 mmol). After 30 min, the reaction was warmed to ambient temperature and stirred for 24 h. The precipitated hydrochloride salt of DIEA was removed by filtration and the solvent was removed under reduced pressure. The residue was dissolved in EtOAc (200 mL) and washed with saturat... Starting materials: O(O)[C@]12C=C[C@H]3[C@@H]4CCC([C@@]4(C)CC[C@@H]3[C@]2(CC[C@@H](C1)O)C)=O (5α-hydroperoxy-3β-hydroxy-androst-6-en-17-one), O[C@@H]1CC2=C[C@H]([C@H]3[C@@H]4CCC([C@@]4(C)CC[C@@H]3[C@]2(CC1)C)=O)O (3β,7α-dihydroxy-5-androsten-17-one), dialkenyl dilithio cyano cuprate. Product: C(#C)[C@H]1[C@@H](CC2=CC[C@H]3[C@@H]4CCC([C@@]4(C)CC[C@@H]3[C@]2(C1)C)=O)O (2α-ethynyl-3β-hydroxyandrost-5-en-l7-one). As a reaction SMILES: O([C@:3]12[CH2:20][C@@H:19]([OH:21])[CH2:18][CH2:17][C@:16]1([CH3:22])[C@@H:15]1[C@H:6]([C@H:7]3[C@@:11]([CH2:13][CH2:14]1)([CH3:12])[C:10](=[O:23])[CH2:9][CH2:8]3)[CH:5]=[CH:4]2)O.O[C@H:25]1CC[C@@]2(C)C(=C[C@@H](O)[C@@H]3[C@@H]2CC[C@@]2(C)[C@H]3CCC2=O)[CH2:26]1>>[C:25]([C@@H:18]1[CH2:17][C@@:16]2([CH3:22])[C:3](=[CH:4][CH2:5][C@@H:6]3[C@@H:15]2[CH2:14][CH2:13][C@@:11]2([CH3:12])[C@H:7]3[CH2:8][CH2:9][C:10]2=[O:23])[CH2:20][C@H:19]1[OH:21])#[CH:26]. Reported procedure: Reaction of the less hindered 3β-hydroxy-5α-androstan-17-one 1 with t-butyldimethylsilyl chloride yields the 3β-t-butyldimethylsilyl ether 2. Treatment of this first with catechol phosphochloridate followed by displacement with iodine yields 3β-hydroxy-11β-iodo-5α-androstan-17-one 3-dimethyl-t-butylsilyl ether 3. Protection of the C-17 ketone as the 1,3-dioxolane 4 followed by alkenylation using dialkenyl dilithio cyano cuprate, (RCH=CH)2Cu(CN)Li2 yields 11α-alkenyl-3β-hydroxy-5α-androstan-17-on... Reactants: CN(C)CCNC(=O)N1CCN(c2ccc([N+](=O)[O-])cc2)CC1, CO, Cl. The product is CN(C)CCNC(=O)N1CCN(c2ccc(N)cc2)CC1, Cl. As a reaction SMILES: [CH3:1][N:2]([CH2:3][CH2:4][NH:5][C:6](=[O:7])[N:8]1[CH2:9][CH2:10][N:11]([c:14]2[cH:15][cH:16][c:17]([N+:20]([O-:21])=[O:22])[cH:18][cH:19]2)[CH2:12][CH2:13]1)[CH3:23].[CH3:25][OH:26].[ClH:24]>>[CH3:1][N:2]([CH2:3][CH2:4][NH:5][C:6](=[O:7])[N:8]1[CH2:9][CH2:10][N:11]([c:14]2[cH:15][cH:16][c:17]([NH2:20])[cH:18][cH:19]2)[CH2:12][CH2:13]1)[CH3:23].[ClH:24]. The reactants are C(C)OC(CN(CP(=O)(Cl)Cl)C(=O)SCC1=CC=CC=C1)=O (ethyl-N-[(benzylthio)carbonyl]-N-[dichlorophosphinylmethyl]-glycinate), C(C)(C)N (isopropylamine). RXN SMILES: [CH2:1]([O:3][C:4](=[O:22])[CH2:5][N:6]([C:12]([S:14][CH2:15][C:16]1[CH:21]=[CH:20][CH:19]=[CH:18][CH:17]=1)=[O:13])[CH2:7][P:8](Cl)(Cl)=[O:9])[CH3:2].[CH:23]([NH2:26])([CH3:25])[CH3:24]>C(OCC)C>[CH2:1]([O:3][C:4](=[O:22])[CH2:5][N:6]([C:12]([S:14][CH2:15][C:16]1[CH:21]=[CH:20][CH:19]=[CH:18][CH:17]=1)=[O:13])[CH2:7][P:8]([NH:26][CH:23]([CH3:25])[CH3:24])([NH:26][CH:23]([CH3:25])[CH3:24])=[O:9])[CH3:2]. Solvent: C(C)OCC (diethyl ether), C(C)OCC (diethyl ether). Procedure details: Freshly prepared ethyl-N-[(benzylthio)carbonyl]-N-[dichlorophosphinylmethyl]-glycinate (10.5 g.; 0.027 mol.) dissolved in 100 ml. of diethyl ether was added to a solution containing isopropylamine (6.7 g.; 0.11 mol.) in 50 ml. of diethyl ether. The reaction mixture was stirred for 2 hours at 25° C., then filtered. The filtrate was washed with 5% sodium bicarbonate, then water. The ether layer was separated, dried over sodium sulfate and concentrated in vacuo. To remove remaining traces of solven... Product: C(C)OC(CN(CP(=O)(NC(C)C)NC(C)C)C(=O)SCC1=CC=CC=C1)=O (ethyl-N-[(benzylthio)carbonyl]-N-[bis(isopropylamino)phosphinylmethyl]-glycinate). Yield: 60.4%. Reaction conditions: temperature 25 celsius, time 2 hour. Starting materials: solution, C1(=CC=CC=C1)CC(=O)N=C=S (phenylacetyl isothiocyanate), NC1=CC(=C(OC2=CC(=NC=N2)NC(=O)N2CCC(CC2)CN2CCC2)C=C1)F (4-(Azetidin-1-ylmethyl)piperidine-1-carboxylic acid [6-(4-amino-2-fluorophenoxy)pyrimidin-4-yl]amide), [C@]12(C(=O)CC(CC1)C2(C)C)CS(=O)(=O)O ((S)-(+)-10-camphorsulfonic acid), C(C)OCC (diethyl ether). Run in C1(=CC=CC=C1)C (toluene), C(C)O (ethanol), CCCCCC (hexane). Run at time 5 minute. Product: FC1=C(OC2=CC(=NC=N2)NC(=O)N2CCC(CC2)CN2CCC2)C=CC(=C1)NC(=S)NC(CC1=CC=CC=C1)=O (4-(Azetidin-1-ylmethyl)piperidine-1-carboxylic acid {6-[2-fluoro-4-(3-phenylacetylthioureido)phenoxy]pyrimidin-4-yl}amide). RXN SMILES: [NH2:1][C:2]1[CH:28]=[CH:27][C:5]([O:6][C:7]2[N:12]=[CH:11][N:10]=[C:9]([NH:13][C:14]([N:16]3[CH2:21][CH2:20][CH:19]([CH2:22][N:23]4[CH2:26][CH2:25][CH2:24]4)[CH2:18][CH2:17]3)=[O:15])[CH:8]=2)=[C:4]([F:29])[CH:3]=1.[C@]12(CS(O)(=O)=O)C(C)(C)C(CC1)CC2=O.[C:45]1([CH2:51][C:52]([N:54]=[C:55]=[S:56])=[O:53])[CH:50]=[CH:49][CH:48]=[CH:47][CH:46]=1.C(OCC)C>C(O)C.C1(C)C=CC=CC=1.CCCCCC>[F:29][C:4]1[CH:3]=[C:2]([NH:1][C:55]([NH:54][C:52](=[O:53])[CH2:51][C:45]2[CH:46]=[CH:47][CH:48]=[CH:49][CH:50]=2)=[S:56])[CH:28]=[CH:27][C:5]=1[O:6][C:7]1[N:12]=[CH:11][N:10]=[C:9]([NH:13][C:14]([N:16]2[CH2:21][CH2:20][CH:19]([CH2:22][N:23]3[CH2:26][CH2:25][CH2:24]3)[CH2:18][CH2:17]2)=[O:15])[CH:8]=1. Procedure details: 4-(Azetidin-1-ylmethyl)piperidine-1-carboxylic acid [6-(4-amino-2-fluorophenoxy)pyrimidin-4-yl]amide (110 mg) was dissolved in ethanol (3 ml) under a nitrogen atmosphere, and then (S)-(+)-10-camphorsulfonic acid (64 mg) was added thereto, followed by stirring for 5 min. A 0.25 M solution of phenylacetyl isothiocyanate in toluene (1.65 ml) was added thereto, followed by stirring for 1 hr. The reaction mixture was partitioned between ethyl acetate (50 ml) and a saturated aqueous solution of sodium... The reactants are BrBr (bromine), BrCCC1=CC=C(C=C1)C(C(C)C)=O (1-[4-(2-bromoethyl)phenyl]-2-methylpropan-1-one), S(=S)(=O)([O-])[O-].[Na+].[Na+] (sodium thiosulfate). Run in ClC1=C(C=CC=C1)Cl (1,2-dichlorobenzene), ClC1=C(C=CC=C1)Cl (1,2-dichlorobenzene). Conditions: time 8 hour. The product is BrC(C(=O)C1=CC=C(C=C1)CCBr)(C)C (2-bromo-1-[4-(2-bromoethyl)phenyl]-2-methylpropan-1-one). Isolated yield 44.1%. RXN SMILES: [Br:1]Br.[Br:3][CH2:4][CH2:5][C:6]1[CH:11]=[CH:10][C:9]([C:12](=[O:16])[CH:13]([CH3:15])[CH3:14])=[CH:8][CH:7]=1.S([O-])([O-])(=O)=S.[Na+].[Na+]>ClC1C=CC=CC=1Cl>[Br:1][C:13]([CH3:14])([CH3:15])[C:12]([C:9]1[CH:10]=[CH:11][C:6]([CH2:5][CH2:4][Br:3])=[CH:7][CH:8]=1)=[O:16] |f:2.3.4|. Procedure details: A solution of 10 g of bromine in 25 ml of 1,2-dichlorobenzene is added drop wise at room temperature to 13.0 g (0.0509 mol) of crude 1-[4-(2-bromoethyl)phenyl]-2-methylpropan-1-one that is dissolved in 100 ml of 1,2-dichlorobenzene. The reaction mixture is stirred overnight, and then poured into a 5% sodium thiosulfate solution. The mixture is stirred for 30 minutes, and the organic layer is washed with 5% sodium thiosulfate solution, sodium bicarbonate solution, and distilled water. The organic... Starting materials: C([O-])([O-])=O.[K+].[K+] (potassium carbonate), C(C)OC(C(C)(C)Br)=O (ethyl-2-bromoisobutyrate), NC1=C(C=C(C=C1)Br)O (2-Amino-5-bromophenol). The solvent is CC(=O)C (acetone). Reaction conditions: time 8 hour. Yields the product BrC1=CC2=C(NC(C(O2)(C)C)=O)C=C1 (7-Bromo-2,2-dimethyl-4H-benzo[1,4]oxazin-3-one). Yield: 67.5%. Reaction SMILES: [NH2:1][C:2]1[CH:7]=[CH:6][C:5]([Br:8])=[CH:4][C:3]=1[OH:9].C(=O)([O-])[O-].[K+].[K+].C([O:18][C:19](=O)[C:20](Br)([CH3:22])[CH3:21])C>CC(C)=O>[Br:8][C:5]1[CH:6]=[CH:7][C:2]2[NH:1][C:19](=[O:18])[C:20]([CH3:22])([CH3:21])[O:9][C:3]=2[CH:4]=1 |f:1.2.3|. Procedure details: 5.0 g 2-Amino-5-bromophenol were dissolved in 100 ml acetone. Then 11.0 g potassium carbonate and 6.74 g ethyl-2-bromoisobutyrate were added. The reaction mixture was stirred at room temperature overnight and refluxed overnight. The cooled reaction mixture was then filtrated and the filtrate concentrated in vacuo. The resulting residue was purified by chromatography on silica gel to obtain 4.6 g 7-Bromo-2,2-dimethyl-4H-benzo[1,4]oxazin-3-one as a yellow solid.